This data is from the Open Reaction Database (ORD), a public repository of structured organic reaction records. The task is: describe an organic reaction: reactants, conditions, products, and yield The reactants are FC(C1=C(C=CC=C1)N)(F)F (2-Trifluoromethylphenylamine), ICl (ICl). The solvent is C(Cl)Cl (methylene chloride). Conditions: time 12 hour. Product: IC1=CC(=C(C=C1)N)C(F)(F)F (4-Iodo-2-trifluoromethylphenylamine). Isolated yield 42.5%. Reaction SMILES: [F:1][C:2]([F:11])([F:10])[C:3]1[CH:8]=[CH:7][CH:6]=[CH:5][C:4]=1[NH2:9].[I:12]Cl>C(Cl)Cl>[I:12][C:7]1[CH:6]=[CH:5][C:4]([NH2:9])=[C:3]([C:2]([F:10])([F:11])[F:1])[CH:8]=1. Procedure details: 2-Trifluoromethylphenylamine (30 mg, 0.21 mmol) and ICl (1.1 eq, 0.24 mmol, 38.97 mg) were added into methylene chloride. The reaction mixture was stirred for 12 hr. The reaction mixture was purified according to step 2 of Example 8 to give a title compound (25.6 mg, 42.48%). The reactants are C1CCOC1 (THF), ClC(=O)OC (methyl chloroformate), N[C@@H](C)C(=O)O (L-Alanine). Run in C([O-])([O-])=O.[Na+].[Na+] (sodium carbonate). Run at time 4.5 hour. Yields the product COC(=O)N[C@H](C(=O)O)C ((S)-2-(Methoxycarbonylamino)propanoic acid). Reaction SMILES: [NH2:1][C@H:2]([C:4]([OH:6])=[O:5])[CH3:3].C1COCC1.Cl[C:13]([O:15][CH3:16])=[O:14]>C(=O)([O-])[O-].[Na+].[Na+]>[CH3:16][O:15][C:13]([NH:1][C@@H:2]([CH3:3])[C:4]([OH:6])=[O:5])=[O:14] |f:3.4.5|. Reported procedure: L-Alanine (2.0 g, 22.5 mmol) was dissolved in 10% aqueous sodium carbonate solution (50 mL), and a THF (50 mL) solution of methyl chloroformate (4.0 mL) was added to it. The reaction mixture was stirred under ambient conditions for 4.5 hours and concentrated in vacuo. The resulting white solid was dissolved in water and acidified with 1N HCl to a pH ˜2-3. The resulting solutions was extracted with ethyl acetate (3×100 mL), and the combined organic phase was dried (Na2SO4), filtered, and concentr... Reactants: [Na] (sodium), CO (methanol), ClC=1C(=NC(=C(N1)C)C)C(=O)OC (methyl 3-chloro-5,6-dimethylpyrazine-2-carboxylate). Product: COC=1C(=NC(=C(N1)C)C)C(=O)OC (methyl 3-methoxy-5,6-dimethylpyrazine-2-carboxylate). Reaction SMILES: [Na].Cl[C:3]1[C:4]([C:11]([O:13][CH3:14])=[O:12])=[N:5][C:6]([CH3:10])=[C:7]([CH3:9])[N:8]=1.[CH3:15][OH:16]>>[CH3:15][O:16][C:3]1[C:4]([C:11]([O:13][CH3:14])=[O:12])=[N:5][C:6]([CH3:10])=[C:7]([CH3:9])[N:8]=1 |^1:0|. Procedure details: To 20 ml. of a solution of 0.1 g. metallic sodium in methanol was added 0.3 g. of methyl 3-chloro-5,6-dimethylpyrazine-2-carboxylate and the mixture was refluxed for one hour. The methanol was distilled off from the reaction mixture and the residue obtained was added to 20 ml. of water and the mixture was extracted three times each time with 20 ml. of dichloromethane. The extracts were combined, dried over anhydrous magnesium sulfate, and then the dichloromethane was distilled off to provide 0.2... Starting materials: FC1=CC=C(C=C1)C=1OC2=C(C1C(NC)=O)C=C(C=C2)C=2C(=CC(=C(C(=O)O)C2)OC)C (5-(2-(4-Fluorophenyl)-3-(methylcarbamoyl)benzofuran-5-yl)-2-methoxy-4-methylbenzoic acid), CC=1OC=C(N1)C1(CC1)N (1-(2-methyloxazol-4-yl)cyclopropanamine), CCN=C=NCCCN(C)C.Cl (EDCI.HCl), C=1C=CC2=C(C1)N=NN2O (HOBT), TEA. Solvent: ClCCl (dichloromethane), O (water). Conditions: time 14 hour. Product: FC1=CC=C(C=C1)C=1OC2=C(C1C(=O)NC)C=C(C=C2)C2=C(C=C(C(=C2)C(NC2(CC2)C=2N=C(OC2)C)=O)OC)C (2-(4-Fluorophenyl)-5-(4-methoxy-2-methyl-5-(1-(2-methyloxazol-4-yl)cyclopropylcarbamoyl)phenyl)-N-methylbenzofuran-3-carboxamide). RXN SMILES: [F:1][C:2]1[CH:7]=[CH:6][C:5]([C:8]2[O:9][C:10]3[CH:20]=[CH:19][C:18]([C:21]4[C:22]([CH3:32])=[CH:23][C:24]([O:30][CH3:31])=[C:25]([CH:29]=4)[C:26](O)=[O:27])=[CH:17][C:11]=3[C:12]=2[C:13](=[O:16])[NH:14][CH3:15])=[CH:4][CH:3]=1.[CH3:33][C:34]1[O:35][CH:36]=[C:37]([C:39]2([NH2:42])[CH2:41][CH2:40]2)[N:38]=1.CCN=C=NCCCN(C)C.Cl.C1C=CC2N(O)N=NC=2C=1>ClCCl.O>[F:1][C:2]1[CH:7]=[CH:6][C:5]([C:8]2[O:9][C:10]3[CH:20]=[CH:19][C:18]([C:21]4[CH:29]=[C:25]([C:26](=[O:27])[NH:42][C:39]5([C:37]6[N:38]=[C:34]([CH3:33])[O:35][CH:36]=6)[CH2:41][CH2:40]5)[C:24]([O:30][CH3:31])=[CH:23][C:22]=4[CH3:32])=[CH:17][C:11]=3[C:12]=2[C:13]([NH:14][CH3:15])=[O:16])=[CH:4][CH:3]=1 |f:2.3|. Procedure details: 5-(2-(4-Fluorophenyl)-3-(methylcarbamoyl)benzofuran-5-yl)-2-methoxy-4-methylbenzoic acid (0.15 g, 0.34 mmol, 1 eq), 1-(2-methyloxazol-4-yl)cyclopropanamine (0.047 g, 0.34 mmol, 1 eq), EDCI.HCl (0.076 g, 0.4 mmol, 1.2 eq), HOBT (0.054 g, 0.4 mmol, 2 eq) and TEA (0.14 ml, 1.02 mmol, 3 eq) were dissolved in dichloromethane and the reaction was stirred at room temperature for 14 h. The reaction was diluted with water and the product was extracted with dichloromethane and purified by preparative HPLC... The reactants are Cl.CN(CCCN=C=NCC)C (N-(3-Dimethylaminopropyl)-N′-ethylcarbodiimide hydrochloride), OC1=CC=CC=2NN=NC21 (hydroxybenzotriazole), TEA, ClC=1CC(C=CC1C#N)(C)N[C@@H](C(=O)O)[C@H](C)O ((2R,3S)-2-(3-chloro-4-cyano-1-methylphenylamino)-3-hydroxybutanoic acid), ClC=1CC(C=CC1C#N)(C)N[C@@H](C(=O)O)[C@H](C)O ((2R,3S)-2-(3-chloro-4-cyano-1-methylphenylamino)-3-hydroxybutanoic acid), FC=1C=C(C(=O)NN)C=CC1 (3-Fluorobenzohydrazide). Solvent: C1CCOC1 (THF). Run at temperature -15 celsius, time 20 minute. Yields the product ClC=1C(=C(C=CC1C#N)N[C@@H](C(=O)NNC(C1=CC(=CC=C1)F)=O)[C@H](C)O)C (N′-((2R,3S)-2-(3-chloro-4-cyano-2-methylphenylamino)-3-hydroxybutanoyl)-3-fluorobenzohydrazide). Yield: 91.3%. RXN SMILES: [Cl:1][C:2]1[CH2:3][C:4]([NH:11][C@H:12]([C@@H:16]([OH:18])[CH3:17])[C:13]([OH:15])=O)(C)[CH:5]=[CH:6][C:7]=1[C:8]#[N:9].[F:19][C:20]1[CH:21]=[C:22]([CH:27]=[CH:28][CH:29]=1)[C:23]([NH:25][NH2:26])=[O:24].O[C:31]1C2N=NNC=2C=CC=1.Cl.CN(C)CCCN=C=NCC>C1COCC1>[Cl:1][C:2]1[C:3]([CH3:31])=[C:4]([NH:11][C@H:12]([C@@H:16]([OH:18])[CH3:17])[C:13]([NH:26][NH:25][C:23](=[O:24])[C:22]2[CH:27]=[CH:28][CH:29]=[C:20]([F:19])[CH:21]=2)=[O:15])[CH:5]=[CH:6][C:7]=1[C:8]#[N:9] |f:3.4|. Procedure: (2R,3S)-2-(3-chloro-4-cyano-2-methylphenylamino)-3-hydroxybutanoic acid (intermediate 1a) (2 g, 7.44 mmol) and 3-Fluorobenzohydrazide (1.26 g, 8.19 mmol) were mixed together in THF (100 ml) and cooled to −15° C. under N2 atmosphere. To the pre-cooled reaction mixture were added hydroxybenzotriazole (HOST) (1.0 g, 7.44 mmol), TEA (1.56 mL, 11.16 mmol) followed by N-(3-Dimethylaminopropyl)-N′-ethylcarbodiimide hydrochloride (EDCl) (2.14 g, 11.16 mmol). The reaction mixture was allowed to stir at −...